This data is from the Open Reaction Database (ORD), a public repository of structured organic reaction records. The task is: describe an organic reaction: reactants, conditions, products, and yield The reactants are BrC=1C=C2CCCOC2=CC1 (6-bromochroman), Formula 2, C(CCC)[Sn](C(=C)OCC)(CCCC)CCCC (tributyl(1-ethoxyvinyl)tin). Reagents/catalysts: Cl[Pd]([P](C1=CC=CC=C1)(C2=CC=CC=C2)C3=CC=CC=C3)([P](C4=CC=CC=C4)(C5=CC=CC=C5)C6=CC=CC=C6)Cl (dichlorobis(triphenylphosphine)palladium(II)). Solvent: O1CCCC1 (tetrahydrofuran). Product: C(C)(=O)C=1C=C2CCCOC2=CC1 (6-acetylchroman), Formula 25. Reaction SMILES: Br[C:2]1[CH:3]=[C:4]2[C:9](=[CH:10][CH:11]=1)[O:8][CH2:7][CH2:6][CH2:5]2.C([Sn](CCCC)(CCCC)[C:17]([O:19]CC)=[CH2:18])CCC>Cl[Pd](Cl)([P](C1C=CC=CC=1)(C1C=CC=CC=1)C1C=CC=CC=1)[P](C1C=CC=CC=1)(C1C=CC=CC=1)C1C=CC=CC=1.O1CCCC1>[C:17]([C:2]1[CH:3]=[C:4]2[C:9](=[CH:10][CH:11]=1)[O:8][CH2:7][CH2:6][CH2:5]2)(=[O:19])[CH3:18] |^1:32,51|. Procedure details: In accordance with this scheme a 6-bromochroman compound of Formula 2 (see Reaction Scheme 1) is reacted with by tributyl(1-ethoxyvinyl)tin in the presence dichlorobis(triphenylphosphine)palladium(II) under an inert gas (argon) atmosphere in an aprotic neutral solvent, such as tetrahydrofuran (THF), to provide a 6-acetylchroman derivative of Formula 25. The 6-acetylchroman derivative of Formula 25 is then reacted with iodine and silver(I)trifluoromethanesulfonate (AgOTf) to give a 6-acetyl-8-iod... Reactants: [I-].CN1C=C(C2=CC=CC=C12)C=1OC(=NN1)C1=CC=[N+](C=C1)C (4-[2-(1-methylindol-3-yl)-1,3,4-oxadiazol-5-yl]-1-methylpyridinium iodide), Cl (Hydrochloric acid), [BH4-].[Na+] (NaBH4). Solvent: C(C)O (ethanol), O (water). Run at time 1 hour. Yields the product Cl.CN1C=C(C2=CC=CC=C12)C=1OC(=NN1)C1=CCN(CC1)C (4-[2-(1-Methylindol-3-yl)-1,3,4-oxadiazol-5-yl]-1-Methyl-1,2,5,6-tetrahydropyridine hydrogen chloride). RXN SMILES: [I-].[CH3:2][N:3]1[C:11]2[C:6](=[CH:7][CH:8]=[CH:9][CH:10]=2)[C:5]([C:12]2[O:13][C:14]([C:17]3[CH:22]=[CH:21][N+:20]([CH3:23])=[CH:19][CH:18]=3)=[N:15][N:16]=2)=[CH:4]1.[BH4-].[Na+].[ClH:26]>C(O)C.O>[ClH:26].[CH3:2][N:3]1[C:11]2[C:6](=[CH:7][CH:8]=[CH:9][CH:10]=2)[C:5]([C:12]2[O:13][C:14]([C:17]3[CH2:22][CH2:21][N:20]([CH3:23])[CH2:19][CH:18]=3)=[N:15][N:16]=2)=[CH:4]1 |f:0.1,2.3,7.8|. Procedure details: 4-[2-(1-methylindol-3-yl)-1,3,4-oxadiazol-5-yl]-1-methylpyridinium iodide (1.0 g) was suspended in a mixture of ethanol (50 ml) and water (5 ml) with vigorous stirring. NaBH4 (200 mg) was added portionwise until the solution was clear and colourless. The solution was stirred for one hour at room temperature. 2N Hydrochloric acid (10 ml) was added to quench the excess NH4OH, followed by 0.88 NH3 to pH 12, the solution was then extracted with dichloromethane (4×100 ml), dried over MgSO4 and evapor...